From a dataset of the Open Reaction Database (ORD), a public repository of structured organic reaction records. describe an organic reaction: reactants, conditions, products, and yield Starting materials: O=C([O-])[O-], COCC1CC(C(=O)OCC(=O)c2ccc3c(c2)COc2cc4c(cc2-3)CCC(Br)C4=O)N(C(=O)OC(C)(C)C)C1, COC(=O)NC(C(=O)N1C(C)CCC1C(=O)O)C(C)C, CCOC(C)=O, [Cs+], [Cs+]. Product: COCC1CC(C(=O)OCC(=O)c2ccc3c(c2)COc2cc4c(cc2-3)CCC(OC(=O)C2CCC(C)N2C(=O)C(NC(=O)OC)C(C)C)C4=O)N(C(=O)OC(C)(C)C)C1. As a reaction SMILES: [C:62](=[O:63])([O-:64])[O-:65].[CH3:1][O:2][CH2:3][CH:4]1[CH2:5][CH:6]([C:16](=[O:17])[O:18][CH2:19][C:20](=[O:21])[c:22]2[cH:23][cH:24][c:25]3[c:26]([cH:41]2)[CH2:27][O:28][c:29]2[cH:30][c:31]4[c:32]([cH:33][c:34]2-3)[CH2:35][CH2:36][CH:37]([Br:40])[C:38]4=[O:39])[N:7]([C:9](=[O:10])[O:11][C:12]([CH3:13])([CH3:14])[CH3:15])[CH2:8]1.[CH3:42][O:43][C:44](=[O:45])[NH:46][CH:47]([C:48](=[O:49])[N:50]1[CH:51]([C:56](=[O:57])[OH:58])[CH2:52][CH2:53][CH:54]1[CH3:55])[CH:59]([CH3:60])[CH3:61].[CH3:68][CH2:69][O:70][C:71]([CH3:72])=[O:73].[Cs+:66].[Cs+:67]>>[CH3:1][O:2][CH2:3][CH:4]1[CH2:5][CH:6]([C:16](=[O:17])[O:18][CH2:19][C:20](=[O:21])[c:22]2[cH:23][cH:24][c:25]3[c:26]([cH:41]2)[CH2:27][O:28][c:29]2[cH:30][c:31]4[c:32]([cH:33][c:34]2-3)[CH2:35][CH2:36][CH:37]([O:58][C:56]([CH:51]2[N:50]([C:48]([CH:47]([NH:46][C:44]([O:43][CH3:42])=[O:45])[CH:59]([CH3:60])[CH3:61])=[O:49])[CH:54]([CH3:55])[CH2:53][CH2:52]2)=[O:57])[C:38]4=[O:39])[N:7]([C:9](=[O:10])[O:11][C:12]([CH3:13])([CH3:14])[CH3:15])[CH2:8]1. Reactants: C(C)[O-].[Na+] (sodiumethanolate), Na, Cl.C(C)(=N)N (acetamidinhydrochloride), C(C)OC(C(=CN(C)C)C(C1=C(C=CC=C1)Br)=O)=O (2-(2-bromo-benzoyl)-3-dimethylamino-acrylic acid ethyl ester). Run in C(C)O (ethanol). Yields the product C(C)OC(=O)C=1C(=NC(=NC1)C)C1=C(C=CC=C1)Br (4-(2-bromo-phenyl)-2-methyl-pyrimidine-5-carboxylic acid ethyl ester). The yield is 84.0%. As a reaction SMILES: C([O-])C.[Na+].Cl.[C:6]([NH2:9])(=[NH:8])[CH3:7].[CH2:10]([O:12][C:13](=[O:28])[C:14]([C:19](=O)[C:20]1[CH:25]=[CH:24][CH:23]=[CH:22][C:21]=1[Br:26])=[CH:15]N(C)C)[CH3:11]>C(O)C>[CH2:10]([O:12][C:13]([C:14]1[C:19]([C:20]2[CH:25]=[CH:24][CH:23]=[CH:22][C:21]=2[Br:26])=[N:8][C:6]([CH3:7])=[N:9][CH:15]=1)=[O:28])[CH3:11] |f:0.1,2.3|. Procedure: To a fresh prepared solution of sodiumethanolate (prepared from 0.77 g (33.7 mmol) Na in 100 ml Ethanol) 3.18 g (33.7 mmol) acetamidinhydrochloride was added. After 10 Min. a solution of 10.0 g (30.6 mmol) 2-(2-bromo-benzoyl)-3-dimethylamino-acrylic acid ethyl ester in 120 ml ethanol was added and the reaction mixture heated for 16 hrs. at 80°. The solvent was evaporated, the residue distributed between 100 ml H2O and 100 ml CH2Cl2. The aqueous phase was extracted twice with 100 ml CH2Cl2. The c...